From a dataset of the Open Reaction Database (ORD), a public repository of structured organic reaction records. describe an organic reaction: reactants, conditions, products, and yield The reactants are N1=CC=C(C=C1)C1=C(C(=CC2=CC(=C(C=C12)OCC)OCC)C(=O)OC)C(=O)OC (1-(4-pyridyl)-2,3-bis(methoxycarbonyl)-6,7-diethoxynaphthalene), [OH-].[Na+] (sodium hydroxide), O (water), solution, [H-].COCCO[Al+]OCCOC.[Na+].[H-] (sodium bis(methoxyethoxy)aluminumhydride). Run in O1CCCC1 (tetrahydrofuran), C(Cl)Cl (methylene chloride), C1(=CC=CC=C1)C (toluene), O1CCCC1 (tetrahydrofuran). Conditions: temperature -10 celsius. Product: N1=CC=C(C=C1)C1=C(C(=CC2=CC(=C(C=C12)OCC)OCC)CO)CO (1-(4-pyridyl)-2,3-bis(hydroxymethyl)-6,7-diethoxynaphthalene). The yield is 91.4%. As a reaction SMILES: [H-].COCCO[Al+]OCCOC.[Na+].[H-].[N:15]1[CH:20]=[CH:19][C:18]([C:21]2[C:30]3[C:25](=[CH:26][C:27]([O:34][CH2:35][CH3:36])=[C:28]([O:31][CH2:32][CH3:33])[CH:29]=3)[CH:24]=[C:23]([C:37](OC)=[O:38])[C:22]=2[C:41](OC)=[O:42])=[CH:17][CH:16]=1.[OH-].[Na+].O>C1(C)C=CC=CC=1.O1CCCC1.C(Cl)Cl>[N:15]1[CH:20]=[CH:19][C:18]([C:21]2[C:30]3[C:25](=[CH:26][C:27]([O:34][CH2:35][CH3:36])=[C:28]([O:31][CH2:32][CH3:33])[CH:29]=3)[CH:24]=[C:23]([CH2:37][OH:38])[C:22]=2[CH2:41][OH:42])=[CH:17][CH:16]=1 |f:0.1.2.3,5.6|. Procedure details: To tetrahydrofuran (25 ml) is added a 3.4M solution of sodium bis(methoxyethoxy)aluminumhydride in toluene (18.0 ml), and the mixture is cooled to -10° C. To the mixture is added dropwise a suspension of 1-(4-pyridyl)-2,3-bis(methoxycarbonyl)-6,7-diethoxynaphthalene (10.0 g) in tetrahydrofuran (25 ml) over a period of time for 15 minutes. The reaction solution is warmed, and stirred under ice-cooling for 1.5 hour, and thereto is added 15% aqueous sodium hydroxide solution (3.7 ml). To the reacti... Starting materials: CN(C1CC=2C=3C(C=C(OCC13)C=C)=CNC2)C (Dimethyl-(5-vinyl-2,7,8,9-tetrahydro-6-oxa-2-azabenzo[cd]azulen-8-yl)amine). The reagents and catalysts are [Pd] (palladium). The solvent is CO (methanol), [H][H] (hydrogen). Product: C(C)C1=CC=2C=3C(CC(C3CO1)N(C)C)=CNC2 ((5-Ethyl-2,7,8,9-tetrahydro-6-oxa-2-azabenzo[cd]azulen-8-yl)dimethylamine). Yield: 99.0%. RXN SMILES: [CH3:1][N:2]([CH3:18])[CH:3]1[C:12]2[CH2:11][O:10][C:9]([CH:13]=[CH2:14])=[CH:8][C:7]3=[CH:15][NH:16][CH:17]=[C:5]([C:6]=23)[CH2:4]1>CO.[H][H].[Pd]>[CH2:13]([C:9]1[O:10][CH2:11][C:12]2[CH:3]([N:2]([CH3:1])[CH3:18])[CH2:4][C:5]3=[CH:17][NH:16][CH:15]=[C:7]([C:6]=23)[CH:8]=1)[CH3:14]. Procedure: Compound (40) 242 mg was dissolved in methanol 4 ml and 5% palladium/C 60 mg was added. A mixture was stirred in hydrogen atmosphere at room temperature for 3 h. The catalyst was filtered off and the filtrate was concentrated under reduced pressure. The residue obtained was chromatographed on aluminum oxide in ethyl acetate:hexane (1:2) to give the titled compound as colorless crystals 241.6 mg. Yield 99%. This was recrystallized from acetone-hexane to give the titled compound as colorless cryst... Reactants: N(C(=N)N)C=1SC=C(N1)C(=O)NN (2-guanidino-4-thiazole carboxylic acid hydrazide), C(CCC)(OCC)=N (ethyl butyrimidate), Cl.C(C)OC(CCC)=N (ethylbutyrimidate hydrochloride). Run in C(C)O (ethanol). The product is N(C(=N)N)C=1SC=C(N1)C(=O)O (2-guanidino-4-thiazole carboxylic acid). Yield: 56.7%. Reaction SMILES: [NH:1]([C:5]1[S:6][CH:7]=[C:8]([C:10](NN)=[O:11])[N:9]=1)[C:2]([NH2:4])=[NH:3].C(=N)([O:18]CC)CCC.Cl.C(OC(=N)CCC)C>C(O)C>[NH:1]([C:5]1[S:6][CH:7]=[C:8]([C:10]([OH:11])=[O:18])[N:9]=1)[C:2]([NH2:4])=[NH:3] |f:2.3|. Procedure: 2.90 g (14.48 mol) of 2-guanidino-4-thiazole carboxylic acid hydrazide in 50 ml dry ethanol was slurried with 29.1 mmol of ethyl butyrimidate (prepared from 4.41 g (29.1 mmol) of ethylbutyrimidate hydrochloride) for 5 days at 25°. The slurry was filtered and washed with ethanol and ether and dried to give 3.071 g (78%) of 2-guanidino-4-thiazole carboxylic acid 2-butyriminohydrazide. Reactants: C1CCOC1, COc1ccc(-c2c(-c3ccccc3)oc3ncnc(OCC4CCCN4)c23)cc1, COC(=O)CCCBr, CCN(C(C)C)C(C)C, [I-], [K+], O. Yields the product COC(=O)CCCN1CCCC1COc1ncnc2oc(-c3ccccc3)c(-c3ccc(OC)cc3)c12. RXN SMILES: [CH2:50]1[O:51][CH2:52][CH2:53][CH2:54]1.[CH3:1][O:2][c:3]1[cH:4][cH:5][c:6](-[c:9]2[c:10](-[c:25]3[cH:26][cH:27][cH:28][cH:29][cH:30]3)[o:11][c:12]3[n:13][cH:14][n:15][c:16]([O:18][CH2:19][CH:20]4[NH:21][CH2:22][CH2:23][CH2:24]4)[c:17]23)[cH:7][cH:8]1.[CH3:42][O:43][C:44]([CH2:45][CH2:46][CH2:47][Br:48])=[O:49].[CH:31]([N:32]([CH2:33][CH3:34])[CH:35]([CH3:36])[CH3:37])([CH3:38])[CH3:39].[I-:41].[K+:40].[OH2:55]>>[CH3:1][O:2][c:3]1[cH:4][cH:5][c:6](-[c:9]2[c:10](-[c:25]3[cH:26][cH:27][cH:28][cH:29][cH:30]3)[o:11][c:12]3[n:13][cH:14][n:15][c:16]([O:18][CH2:19][CH:20]4[N:21]([CH2:47][CH2:46][CH2:45][C:44]([O:43][CH3:42])=[O:49])[CH2:22][CH2:23][CH2:24]4)[c:17]23)[cH:7][cH:8]1. Starting materials: BrC=1C=NC(=C(C(=O)OC)C1)Cl (Methyl 5-bromo-2-chloronicotinate), C(=C)[B-](F)(F)F.[K+] (potassium vinyltrifluoroborate), TEA. Solvent: CCO (EtOH). Reported procedure: Methyl 5-bromo-2-chloronicotinate (500 mg, 2.0 mmol) was dissolved in EtOH (20 mL) with potassium vinyltrifluoroborate (269 mg, 2.0 mmol), TEA (0.28 mL, 2.0 mmol), and [1,1′-Bis (diphenylphosphino)ferrocene]dichloropalladium(II) (PdCl2(dppf)) (29 mg, 0.04 mmol). The reaction was heated at 80° C. for 1 h, filtered through a Celite pad. The filtrate was concentrated, partitioned between EtOAc (50 mL) and H2O (50 mL). The organic layer was separated, dried over MgSO4 and concentrated. Purification ... Reaction SMILES: [Br:1][C:2]1[CH:3]=[N:4][C:5](Cl)=[C:6]([CH:11]=1)[C:7]([O:9][CH3:10])=[O:8].[CH:13]([B-](F)(F)F)=[CH2:14].[K+]>CCO.C1C=CC(P(C2C=CC=CC=2)[C-]2C=CC=C2)=CC=1.C1C=CC(P(C2C=CC=CC=2)[C-]2C=CC=C2)=CC=1.Cl[Pd]Cl.[Fe+2]>[CH3:10][O:9][C:7](=[O:8])[C:6]1[CH:11]=[C:2]([Br:1])[CH:3]=[N:4][C:5]=1[CH:13]=[CH2:14] |f:1.2,4.5.6.7|. Reaction conditions: temperature 80 celsius. Reagents/catalysts: C1=CC=C(C=C1)P([C-]2C=CC=C2)C3=CC=CC=C3.C1=CC=C(C=C1)P([C-]2C=CC=C2)C3=CC=CC=C3.Cl[Pd]Cl.[Fe+2] ([1,1′-Bis (diphenylphosphino)ferrocene]dichloropalladium(II)). Yields the product COC(C1=C(N=CC(=C1)Br)C=C)=O (methyl-5-bromo-2-vinylnicotinate). Starting materials: CC=1C=C(C=CC1C)C1CC(CN(C1)C(=O)N1CCC(CC1)O)C(=O)O (5-(3,4-Dimethylphenyl)-1-[(4-hydroxypiperidin-1-yl)carbonyl]piperidine-3-carboxylic acid), ON=C(CCOC)N (N′-hydroxy-3-methoxypropanimidamide). Product: CC=1C=C(C=CC1C)C1CN(CC(C1)C1=NC(=NO1)CCOC)C(=O)N1CCC(CC1)O ({3-(3,4-Dimethylphenyl)-5-[3-(2-methoxyethyl)-1,2,4-oxadiazol-5-yl]piperidin-1-yl}(4-hydroxypiperidin-1-yl)methanone). RXN SMILES: [CH3:1][C:2]1[CH:3]=[C:4]([CH:9]2[CH2:14][N:13]([C:15]([N:17]3[CH2:22][CH2:21][CH:20]([OH:23])[CH2:19][CH2:18]3)=[O:16])[CH2:12][CH:11]([C:24](O)=[O:25])[CH2:10]2)[CH:5]=[CH:6][C:7]=1[CH3:8].O[N:28]=[C:29]([NH2:34])[CH2:30][CH2:31][O:32][CH3:33]>>[CH3:1][C:2]1[CH:3]=[C:4]([CH:9]2[CH2:10][CH:11]([C:24]3[O:25][N:34]=[C:29]([CH2:30][CH2:31][O:32][CH3:33])[N:28]=3)[CH2:12][N:13]([C:15]([N:17]3[CH2:18][CH2:19][CH:20]([OH:23])[CH2:21][CH2:22]3)=[O:16])[CH2:14]2)[CH:5]=[CH:6][C:7]=1[CH3:8]. Procedure: 200 mg (0.54 mmol) of the compound from Example 128A and 128 mg (0.81 mmol) of N′-hydroxy-3-methoxypropanimidamide were reacted according to the General Method 2. Yield: 138 mg (56% of theory) Reactants: NC1=C(NC2=CC(=CC=C12)Cl)C(=O)C1=NC=CC=C1C (3-amino-6-chloro-2-(3-methylpyridine-2-carbonyl)indole), C(CC(C)C)(=O)Cl (isovaleryl chloride). The product is ClC1=CC=C2C(=C(NC2=C1)C(=O)C1=NC=CC=C1C)NC(CC(C)C)=O (6-Chloro-3-(isovalerylamino)-2-(3-methylpyridine-2-carbonyl)indole). Reaction SMILES: [NH2:1][C:2]1[C:10]2[C:5](=[CH:6][C:7]([Cl:11])=[CH:8][CH:9]=2)[NH:4][C:3]=1[C:12]([C:14]1[C:19]([CH3:20])=[CH:18][CH:17]=[CH:16][N:15]=1)=[O:13].[C:21](Cl)(=[O:26])[CH2:22][CH:23]([CH3:25])[CH3:24]>>[Cl:11][C:7]1[CH:6]=[C:5]2[C:10]([C:2]([NH:1][C:21](=[O:26])[CH2:22][CH:23]([CH3:25])[CH3:24])=[C:3]([C:12]([C:14]3[C:19]([CH3:20])=[CH:18][CH:17]=[CH:16][N:15]=3)=[O:13])[NH:4]2)=[CH:9][CH:8]=1. Procedure details: The title compound was prepared according to the procedure described in Example 19 from 3-amino-6-chloro-2-(3-methylpyridine-2-carbonyl)indole (Example 367) and isovaleryl chloride. m.p.: 142-144° C. (recrystallized from ethyl acetate) The reactants are CC(=O)OCc1cccc(C(=O)c2ccccc2)n1, CO, [Cl-], [K+], [Na+], [OH-], O. Yields the product O=C(c1ccccc1)c1cccc(CO)n1. RXN SMILES: [C:3](=[O:4])([CH3:5])[O:6][CH2:7][c:8]1[n:9][c:10]([C:14]([c:15]2[cH:16][cH:17][cH:18][cH:19][cH:20]2)=[O:21])[cH:11][cH:12][cH:13]1.[CH3:22][OH:23].[Cl-:26].[K+:2].[Na+:25].[OH-:1].[OH2:24]>>[OH:6][CH2:7][c:8]1[n:9][c:10]([C:14]([c:15]2[cH:16][cH:17][cH:18][cH:19][cH:20]2)=[O:21])[cH:11][cH:12][cH:13]1.